From a dataset of the Open Reaction Database (ORD), a public repository of structured organic reaction records. describe an organic reaction: reactants, conditions, products, and yield The reactants are ClCCCO (3-chloro-1-propanol), ClCCCO (3-chloro-1-propanol), resultant two-phase, CC(=C)C (2-methylpropene). Run in C1CCCCC1 (cyclohexane), C1CCCCC1 (cyclohexane). The product is ClCCCOC(C)(C)C (1-Chloro-3-(1,1-Dimethylethoxy)-Propane). RXN SMILES: [Cl:1][CH2:2][CH2:3][CH2:4][OH:5].[CH3:6][C:7]([CH3:9])=[CH2:8]>C1CCCCC1>[Cl:1][CH2:2][CH2:3][CH2:4][O:5][C:7]([CH3:9])([CH3:8])[CH3:6]. Procedure details: A two liter, three-necked round bottom flask was fitted with a mechanical stirrer, a gas inlet tube, and a Claisen adapter equipped with a dry ice condenser, and a thermocouple. This apparatus was dried in an oven overnight at 125° C., assembled hot, and allowed to cool to room temperature in a stream of argon. The flask was charged with 141.81 grams (1.50 moles, 1.00 equivalent) of 3-chloro-1-propanol and 500 ml. of cyclohexane. The resultant two-phase solution was stirred at 400 RPMs. Amberlys... Reactants: CCN=C=NCCCN(C)C.Cl (EDCl), CCN(C(C)C)C(C)C (DIPEA), OC(=O)CCCC[C@@H]1SC[C@@H]2NC(=O)N[C@H]12 (Biotin), ON=C(CCCCN1C(OC2=C1C=C(C=C2)C)=O)N (N′-hydroxy-5-(5-methyl-2-oxo-1,3-benzoxazol-3-yl)pentanamidine). Solvent: CN(C)C=O (DMF), ClCCl (dichloromethane). Reaction conditions: time 12 hour. Yields the product O=C1N[C@H]2[C@@H](N1)CS[C@H]2CCCCC(=O)O\N=C(\CCCCN2C(OC1=C2C=C(C=C1)C)=O)/N ([(Z)-[1-amino-5-(5-methyl-2-oxo-1,3-benzoxazol-3-yl)pentylidene]amino] 5-[(3aS,4S,6aR)-2-oxo-1,3,3a,4,6,6a-hexahydrothieno[3,4-d]imidazol-4-yl]pentanoate). Yield: 51.7%. Reaction SMILES: [OH:1][C:2]([CH2:4][CH2:5][CH2:6][CH2:7][C@H:8]1[C@@H:16]2[C@@H:11]([NH:12][C:13]([NH:15]2)=[O:14])[CH2:10][S:9]1)=[O:3].O[N:18]=[C:19]([NH2:35])[CH2:20][CH2:21][CH2:22][CH2:23][N:24]1[C:28]2[CH:29]=[C:30]([CH3:33])[CH:31]=[CH:32][C:27]=2[O:26][C:25]1=[O:34].CCN=C=NCCCN(C)C.Cl.CCN(C(C)C)C(C)C>CN(C=O)C.ClCCl>[O:14]=[C:13]1[NH:12][C@H:11]2[CH2:10][S:9][C@@H:8]([CH2:7][CH2:6][CH2:5][CH2:4][C:2]([O:1]/[N:18]=[C:19](\[NH2:35])/[CH2:20][CH2:21][CH2:22][CH2:23][N:24]3[C:28]4[CH:29]=[C:30]([CH3:33])[CH:31]=[CH:32][C:27]=4[O:26][C:25]3=[O:34])=[O:3])[C@H:16]2[NH:15]1 |f:2.3|. Reported procedure: To a suspension of biotin 7 (23 mg, 0.092 mmol) and compound 13 (22 mg, 0.083 mmol) in anhydrous DMF (0.5 ml) was added EDCl (16 mg, 0.10 mmol) and DIPEA (13 mg, 0.10 mmol) and stirred under a nitrogen atmosphere at ambient temperature for 12 h. The reaction mixture was diluted with dichloromethane (25 ml) and washed with water (25 ml) and brine (25 ml). The organic layer was dried over sodium sulphate, filtered and concentrated in vacuo. The residue was purified by silica gel chromatography elu...